From a dataset of the Open Reaction Database (ORD), a public repository of structured organic reaction records. describe an organic reaction: reactants, conditions, products, and yield Reactants: ClC1=C(C=NC=2N1N=CC2C(=O)OCC)C(=O)OC (Methyl 7-chloro-3-ethoxycarbonylpyrazolo[1,5-a]pyrimidine-6-carboxylate), ClC1=C(N)C=C(C=C1)C (2-chloro-5-methylaniline). Yields the product ClC1=C(C=C(C=C1)C)NC1=C(C=NC=2N1N=CC2C(=O)OCC)C(=O)OC (Methyl 7-(2-chloro-5-methylphenylamino)-3-ethoxycarbonylpyrazolo[1,5-a]pyrimidine-6-carboxylate). Isolated yield 100.3%. As a reaction SMILES: Cl[C:2]1[N:7]2[N:8]=[CH:9][C:10]([C:11]([O:13][CH2:14][CH3:15])=[O:12])=[C:6]2[N:5]=[CH:4][C:3]=1[C:16]([O:18][CH3:19])=[O:17].[Cl:20][C:21]1[CH:27]=[CH:26][C:25]([CH3:28])=[CH:24][C:22]=1[NH2:23]>>[Cl:20][C:21]1[CH:27]=[CH:26][C:25]([CH3:28])=[CH:24][C:22]=1[NH:23][C:2]1[N:7]2[N:8]=[CH:9][C:10]([C:11]([O:13][CH2:14][CH3:15])=[O:12])=[C:6]2[N:5]=[CH:4][C:3]=1[C:16]([O:18][CH3:19])=[O:17]. Procedure: In the same manner as in Example 1, step 4 and using methyl 7-chloro-3-ethoxycarbonylpyrazolo[1,5-a]pyrimidine-6-carboxylate (2.2 g, 7.13 mmol) obtained in Example 21, step 2 and 2-chloro-5-methylaniline (1.64 g, 11.6 mmol), the title compound (2.78 g, 92%) was obtained. Starting materials: O=C(N=C=S)c1ccccc1, CC1(C)CCN(c2ccccc2N)c2ccccc21, ClCCl. Product: CC1(C)CCN(c2ccccc2NC(=S)NC(=O)c2ccccc2)c2ccccc21. Reaction SMILES: [C:20]([c:21]1[cH:22][cH:23][cH:24][cH:25][cH:26]1)(=[O:27])[N:28]=[C:29]=[S:30].[CH3:1][C:2]1([CH3:19])[CH2:3][CH2:4][N:5]([c:12]2[c:13]([NH2:18])[cH:14][cH:15][cH:16][cH:17]2)[c:6]2[cH:7][cH:8][cH:9][cH:10][c:11]21.[Cl:31][CH2:32][Cl:33]>>[CH3:1][C:2]1([CH3:19])[CH2:3][CH2:4][N:5]([c:12]2[c:13]([NH:18][C:29]([NH:28][C:20]([c:21]3[cH:22][cH:23][cH:24][cH:25][cH:26]3)=[O:27])=[S:30])[cH:14][cH:15][cH:16][cH:17]2)[c:6]2[cH:7][cH:8][cH:9][cH:10][c:11]21. Starting materials: CC(=O)O[BH-](OC(C)=O)OC(C)=O, CC(=O)O, ClCCl, Cn1cc(C(=O)NCc2ccc(Cl)cc2)c(=O)c2sc(C=O)c(CN=[N+]=[N-])c21, [Na+]. Yields the product Cn1cc(C(=O)NCc2ccc(Cl)cc2)c(=O)c2sc(CO)c(CN=[N+]=[N-])c21. As a reaction SMILES: [C:33]([O:34][BH-:35]([O:36][C:37](=[O:38])[CH3:39])[O:40][C:41](=[O:42])[CH3:43])(=[O:44])[CH3:45].[CH3:29][C:30](=[O:31])[OH:32].[Cl:47][CH2:48][Cl:49].[N:1](=[N+:2]=[N-:3])[CH2:4][c:5]1[c:6]([CH:27]=[O:28])[s:7][c:8]2[c:9]1[n:10]([CH3:26])[cH:11][c:12]([C:15](=[O:16])[NH:17][CH2:18][c:19]1[cH:20][cH:21][c:22]([Cl:25])[cH:23][cH:24]1)[c:13]2=[O:14].[Na+:46]>>[N:1](=[N+:2]=[N-:3])[CH2:4][c:5]1[c:6]([CH2:27][OH:28])[s:7][c:8]2[c:9]1[n:10]([CH3:26])[cH:11][c:12]([C:15](=[O:16])[NH:17][CH2:18][c:19]1[cH:20][cH:21][c:22]([Cl:25])[cH:23][cH:24]1)[c:13]2=[O:14]. Reactants: Oc1cncc(Br)c1, O=C([O-])[O-], CC#N, ClCCl, O=C([O-])C(F)(F)Cl, [K+], [K+], [Na+]. The product is FC(F)Oc1cncc(Br)c1. RXN SMILES: [Br:1][c:2]1[cH:3][n:4][cH:5][c:6]([OH:8])[cH:7]1.[C:17](=[O:18])([O-:19])[O-:20].[CH3:23][C:24]#[N:25].[Cl:26][CH2:27][Cl:28].[Cl:9][C:10]([C:11]([O-:12])=[O:13])([F:14])[F:15].[K+:21].[K+:22].[Na+:16]>>[Br:1][c:2]1[cH:3][n:4][cH:5][c:6]([O:8][CH:10]([F:14])[F:15])[cH:7]1.